From a dataset of the Open Reaction Database (ORD), a public repository of structured organic reaction records. describe an organic reaction: reactants, conditions, products, and yield Starting materials: [H-].[H-].[H-].[H-].[Li+].[Al+3] (LiAlH4), [H-] (hydride), O (water), FC(C1=CC=C(OC2=CC=C(OC(C(=CC(=O)OCC)OC)C)C=C2)C=C1)(F)F (ethyl 4-[4-(4-trifluoromethylphenoxy)phenoxy]-3-methoxy-2-pentenoate). The solvent is CCOCC (ether), CCOCC (ether), CCOCC (ether). Run at time 10 minute. The product is alcohol, FC(C1=CC=C(OC2=CC=C(OC(C(=CCO)OC)C)C=C2)C=C1)(F)F (4-[4-(4-trifluoromethylphenoxy)phenoxy]-3-methoxy-2-penten-1-ol). As a reaction SMILES: [H-].[H-].[H-].[H-].[Li+].[Al+3].[F:7][C:8]([F:35])([F:34])[C:9]1[CH:33]=[CH:32][C:12]([O:13][C:14]2[CH:31]=[CH:30][C:17]([O:18][CH:19]([CH3:29])[C:20]([O:27][CH3:28])=[CH:21][C:22](OCC)=[O:23])=[CH:16][CH:15]=2)=[CH:11][CH:10]=1.[H-].O>CCOCC>[F:7][C:8]([F:34])([F:35])[C:9]1[CH:10]=[CH:11][C:12]([O:13][C:14]2[CH:31]=[CH:30][C:17]([O:18][CH:19]([CH3:29])[C:20]([O:27][CH3:28])=[CH:21][CH2:22][OH:23])=[CH:16][CH:15]=2)=[CH:32][CH:33]=1 |f:0.1.2.3.4.5|. Procedure: To a slurry of LiAlH4 (400 mg) in anhydrous ether (20 ml) is added dropwise at 0°, a solution of ethyl 4-[4-(4-trifluoromethylphenoxy)phenoxy]-3-methoxy-2-pentenoate (1.2 g) in ether (10 ml). After addition is complete, the reaction mixture is stirred for about 10 minutes. Excess hydride is decomposed with wet ether and water. After filtration, the filtrate is concentrated to give the alcohol, 4-[4-(4-trifluoromethylphenoxy)phenoxy]-3-methoxy-2-penten-1-ol.